Dataset: the Open Reaction Database (ORD), a public repository of structured organic reaction records. Task: describe an organic reaction: reactants, conditions, products, and yield Reactants: C1=C(C=CC2=CC=CC=C12)C1=C(C=CC=C1)C (2-(2-Naphthyl)toluene), BrN1C(CCC1=O)=O (N-bromosuccinimide), N(=NC(C#N)(C)C)C(C#N)(C)C (azobisisobutyronitrile). Solvent: C(Cl)(Cl)(Cl)Cl (carbon tetrachloride). Product: C1=C(C=CC2=CC=CC=C12)C1=C(CBr)C=CC=C1 (2-(2-Naphthyl)benzyl Bromide). As a reaction SMILES: [CH:1]1[C:10]2[C:5](=[CH:6][CH:7]=[CH:8][CH:9]=2)[CH:4]=[CH:3][C:2]=1[C:11]1[CH:16]=[CH:15][CH:14]=[CH:13][C:12]=1[CH3:17].[Br:18]N1C(=O)CCC1=O.N(C(C)(C)C#N)=NC(C)(C)C#N>C(Cl)(Cl)(Cl)Cl>[CH:1]1[C:10]2[C:5](=[CH:6][CH:7]=[CH:8][CH:9]=2)[CH:4]=[CH:3][C:2]=1[C:11]1[CH:16]=[CH:15][CH:14]=[CH:13][C:12]=1[CH2:17][Br:18]. Reported procedure: 105 g (0.48 mol) of 13 and 90 g (0.5 mol) of N-bromosuccinimide were dissolved at room temperature in 2000 cm3 of carbon tetrachloride, admixed with 3 g of azobisisobutyronitrile and heated under reflux for 4 hours. The precipitated succinimide was filtered off, the solvent was removed under reduced pressure and the residue was purified by filtration through 1000 g of silica gel (hexane/methylene chloride 9:1). This gave 112 g (79%) of 14 as a colorless, lacrymatory oil.